This data is from the Open Reaction Database (ORD), a public repository of structured organic reaction records. The task is: describe an organic reaction: reactants, conditions, products, and yield Reactants: CCCNCCC, CN1Cc2c(-c3nc(CCl)co3)ncn2-c2cccc(Cl)c2C1=O, C1CCOC1. The product is CCCN(CCC)Cc1coc(-c2ncn3c2CN(C)C(=O)c2c(Cl)cccc2-3)n1. RXN SMILES: [CH2:25]([CH2:26][CH3:27])[NH:28][CH2:29][CH2:30][CH3:31].[Cl:1][c:2]1[cH:3][cH:4][cH:5][c:6]2[c:7]1[C:8](=[O:24])[N:9]([CH3:23])[CH2:10][c:11]1[n:12]-2[cH:13][n:14][c:15]1-[c:16]1[o:17][cH:18][c:19]([CH2:21][Cl:22])[n:20]1.[O:32]1[CH2:33][CH2:34][CH2:35][CH2:36]1>>[Cl:1][c:2]1[cH:3][cH:4][cH:5][c:6]2[c:7]1[C:8](=[O:24])[N:9]([CH3:23])[CH2:10][c:11]1[n:12]-2[cH:13][n:14][c:15]1-[c:16]1[o:17][cH:18][c:19]([CH2:21][N:28]([CH2:25][CH2:26][CH3:27])[CH2:29][CH2:30][CH3:31])[n:20]1.